From a dataset of the Open Reaction Database (ORD), a public repository of structured organic reaction records. describe an organic reaction: reactants, conditions, products, and yield Reactants: C(C1=CC=CC=C1)OC=1C=C2C=CNC2=CC1OCCCC (5-Benzyloxy 6-butoxy indole), [H][H] (hydrogen), C(C)O (ethanol). The reagents and catalysts are [Pd] (palladium on carbon). RXN SMILES: C([O:8][C:9]1[CH:10]=[C:11]2[C:15](=[CH:16][C:17]=1[O:18][CH2:19][CH2:20][CH2:21][CH3:22])[NH:14][CH:13]=[CH:12]2)C1C=CC=CC=1.[H][H].C(O)C>[Pd].C(Cl)Cl>[CH2:19]([O:18][C:17]1[CH:16]=[C:15]2[C:11]([CH:12]=[CH:13][NH:14]2)=[CH:10][C:9]=1[OH:8])[CH2:20][CH2:21][CH3:22]. The yield is 54.5%. Solvent: C(Cl)Cl (CH2Cl2). Procedure details: 5-Benzyloxy 6-butoxy indole (0.5 g, 0.0017 mole) is hydrogenated under 50 atmospheres of hydrogen in a reactor with 5 ml of absolute ethanol and 70 mg of 10% palladium on carbon for 2 hours. After filtration and evaporation of the solvent, the residue is purified by chromatography on silica 60 (eluent: CH2Cl2, to obtain 6-butoxy 5-hydroxy indole (0.19 g, beige powder, yield 55%). The product is C(CCC)OC1=C(C=C2C=CNC2=C1)O (6-butoxy 5-hydroxy indole). Reactants: FC1=CC=C(C=C1)[N+](=O)[O-] (4-fluoronitrobenzene), CN1CCCC1 (N-methyl-pyrrolidine), NCCCN1CCN(CC1)C (N-(3-aminopropyl)-N′-methylpiperazine), C(=O)([O-])[O-].[K+].[K+] (K2CO3). The solvent is O (water). Conditions: temperature 60 celsius. The product is CN1CCN(CC1)CCCNC1=CC=C(C=C1)[N+](=O)[O-] (N-[3-(4-methylpiperazin-1-yl)propyl]-4-nitro-1-aminobenzene). Isolated yield 81.6%. RXN SMILES: F[C:2]1[CH:7]=[CH:6][C:5]([N+:8]([O-:10])=[O:9])=[CH:4][CH:3]=1.CN1CCCC1.[NH2:17][CH2:18][CH2:19][CH2:20][N:21]1[CH2:26][CH2:25][N:24]([CH3:27])[CH2:23][CH2:22]1.C([O-])([O-])=O.[K+].[K+]>O>[CH3:27][N:24]1[CH2:25][CH2:26][N:21]([CH2:20][CH2:19][CH2:18][NH:17][C:2]2[CH:7]=[CH:6][C:5]([N+:8]([O-:10])=[O:9])=[CH:4][CH:3]=2)[CH2:22][CH2:23]1 |f:3.4.5|. Procedure details: 2 g of 4-fluoronitrobenzene were added to a solution of 20 ml of N-methyl-pyrrolidine, 2.67 g of N-(3-aminopropyl)-N′-methylpiperazine and 2.35 g of K2CO3. The reaction medium was heated at 60° C. for 10 hours and, after cooling to room temperature, was then poured into a water and ice mixture. The yellow precipitate formed was filtered off, reslurried in water and then dried over P2O5. 3.22 g of N-[3-(4-methyl-piperazin-1-yl)propyl]-4-nitro-1-aminobenzene (9) were obtained.